From a dataset of the Open Reaction Database (ORD), a public repository of structured organic reaction records. describe an organic reaction: reactants, conditions, products, and yield Reactants: COC([C@@H](NC(C1=C(C=C(C=C1)N)C1=CC=CC=C1)=O)CCSC)=O ((4-amino-2-phenylbenzoyl)methionine methyl ester), COC([C@@H](NC(C1=C(C=C(C=C1)N)C1=CC=CC=C1)=O)CCSC)=O ((4-amino-2-phenylbenzoyl)methionine methyl ester), O.C(C=O)(=O)O (glyoxylic acid monohydrate), C(#N)[BH3-].[Na+] (sodium cyanoborohydride), C(C)(=O)[O-].[Na+] (sodium acetate). Run in C(C)(=O)OCC (ethyl acetate), CO (methanol), C(C)(=O)O (acetic acid). Conditions: time 14 hour. The product is COC([C@@H](NC(C1=C(C=C(C=C1)NCC(=O)O)C1=CC=CC=C1)=O)CCSC)=O ((4-carboxymethylamino-2-phenylbenzoyl)methionine methyl ester). Yield: 83.3%. As a reaction SMILES: [CH3:1][O:2][C:3](=[O:25])[C@H:4]([CH2:21][CH2:22][S:23][CH3:24])[NH:5][C:6](=[O:20])[C:7]1[CH:12]=[CH:11][C:10]([NH2:13])=[CH:9][C:8]=1[C:14]1[CH:19]=[CH:18][CH:17]=[CH:16][CH:15]=1.O.[C:27]([OH:31])(=[O:30])[CH:28]=O.C([BH3-])#N.[Na+].C([O-])(=O)C.[Na+]>CO.C(OCC)(=O)C.C(O)(=O)C>[CH3:1][O:2][C:3](=[O:25])[C@H:4]([CH2:21][CH2:22][S:23][CH3:24])[NH:5][C:6](=[O:20])[C:7]1[CH:12]=[CH:11][C:10]([NH:13][CH2:28][C:27]([OH:31])=[O:30])=[CH:9][C:8]=1[C:14]1[CH:15]=[CH:16][CH:17]=[CH:18][CH:19]=1 |f:1.2,3.4,5.6|. Procedure: A mixture of (4-amino-2-phenylbenzoyl)methionine methyl ester (compound 8, 1.51 g, 4.21 mmol), glyoxylic acid monohydrate (466 mg, 5.06 mmol), sodium cyanoborohydride (1.0 M in THF, 4.2 mL), sodium acetate (0.5 g) and acetic acid (0.5 mL) in methanol (10 mL) was stirred for 14 hours. The reaction mixture was diluted with ethyl acetate (100 mL), washed with saturated aqueous potassium dihydrogenphosphate, water and brine, dried over anhydrous sodium sulfate, filtered, and concentrated in vacuo. T...